This data is from the Open Reaction Database (ORD), a public repository of structured organic reaction records. The task is: describe an organic reaction: reactants, conditions, products, and yield Product: Cl, COc1cccc(CCc2ccccc2OCC2CCCNC2)c1. As a reaction SMILES: [C:1]([O:2][C:3](=[O:4])[N:8]1[CH2:9][CH:10]([CH2:14][O:15][c:16]2[c:17]([CH2:22][CH2:23][c:24]3[cH:25][c:26]([O:30][CH3:31])[cH:27][cH:28][cH:29]3)[cH:18][cH:19][cH:20][cH:21]2)[CH2:11][CH2:12][CH2:13]1)([CH3:5])([CH3:6])[CH3:7].[ClH:32].[O:33]1[CH2:34][CH2:35][O:36][CH2:37][CH2:38]1>>[ClH:32].[NH:8]1[CH2:9][CH:10]([CH2:14][O:15][c:16]2[c:17]([CH2:22][CH2:23][c:24]3[cH:25][c:26]([O:30][CH3:31])[cH:27][cH:28][cH:29]3)[cH:18][cH:19][cH:20][cH:21]2)[CH2:11][CH2:12][CH2:13]1. The reactants are COc1cccc(CCc2ccccc2OCC2CCCN(C(=O)OC(C)(C)C)C2)c1, Cl, C1COCCO1. The reactants are CCI, CC1(C)CC(=O)NC2CCCCC2N1, [H-], [Na+], C1COCCO1. Yields the product CCN1C(=O)CC(C)(C)NC2CCCCC21. RXN SMILES: [CH2:17]([CH3:18])[I:19].[CH3:3][C:4]1([CH3:16])[NH:5][CH:6]2[CH:7]([NH:8][C:9](=[O:11])[CH2:10]1)[CH2:12][CH2:13][CH2:14][CH2:15]2.[H-:1].[Na+:2].[O:20]1[CH2:21][CH2:22][O:23][CH2:24][CH2:25]1>>[CH3:3][C:4]1([CH3:16])[NH:5][CH:6]2[CH:7]([N:8]([CH2:17][CH3:18])[C:9](=[O:11])[CH2:10]1)[CH2:12][CH2:13][CH2:14][CH2:15]2. The reactants are [OH-].[Na+] (NaOH), BrCC(=O)C1=CC=C(C=C1)Br (2,4′-dibromoacetophenone), C(=S)N (thioformamide), P12(=S)SP3(=S)SP(=S)(S1)SP(=S)(S2)S3 (phosphorus pentasulfide), C(=O)N (formamide). The solvent is O1CCOCC1 (dioxane), O1CCOCC1 (dioxane). Product: BrC1=CC=C(C=C1)C=1N=CSC1 (4-(4-Bromophenyl)-1,3-thiazole). Isolated yield 95.0%. Reaction SMILES: P12(SP3(SP(SP(S3)(S1)=S)(=S)S2)=S)=S.C(N)=O.Br[CH2:19][C:20]([C:22]1[CH:27]=[CH:26][C:25]([Br:28])=[CH:24][CH:23]=1)=O.[CH:29]([NH2:31])=[S:30].[OH-].[Na+]>O1CCOCC1>[Br:28][C:25]1[CH:26]=[CH:27][C:22]([C:20]2[N:31]=[CH:29][S:30][CH:19]=2)=[CH:23][CH:24]=1 |f:4.5|. Procedure: To a stirred solution of phosphorus pentasulfide (24.5 g, 55 mmol) in dioxane (250 ml) was added formamide (28.4 g, 630 mmol), and the mixture was heated at reflux temperature for 2 hours. The reaction mixture was cooled down to room temperature, and the solution was decanted away from solids. To a stirred solution of 2,4′-dibromoacetophenone (15 g, 54 mmol) in dioxane (100 ml) was added the thioformamide solution, and the mixture was heated at reflux temperature for 6 hours. The reaction mixtur...